This data is from the Open Reaction Database (ORD), a public repository of structured organic reaction records. The task is: describe an organic reaction: reactants, conditions, products, and yield As a reaction SMILES: C(O[C:4](=[O:10])[C:5]([O:7][CH2:8][CH3:9])=[O:6])C.C([C:14]1[C:23]([N+:24]([O-:26])=[O:25])=[CH:22][C:21]([O:27][CH3:28])=[C:20]2[C:15]=1[CH:16]=[CH:17][CH:18]=[N:19]2)(=O)C.[OH2:29].[C:30]1([CH3:36])C=CC=CC=1>C(O)C.CC[O-].[Na+]>[CH2:8]([O:7][C:5](=[O:6])[C:4](=[O:10])[CH2:36][C:30]([C:23]1([N+:24]([O-:26])=[O:25])[CH:22]=[C:21]([O:27][CH3:28])[C:20]2[N:19]=[CH:18][CH:17]=[CH:16][C:15]=2[CH2:14]1)=[O:29])[CH3:9] |f:5.6|. Product: C(C)OC(C(CC(=O)C1(CC=2C=CC=NC2C(=C1)OC)[N+](=O)[O-])=O)=O (4-(6-nitro-8-methoxyquinolin-6-yl)-2,4-dioxobutyric acid ethyl ester). Starting materials: C(C)OC(C(=O)OCC)=O (oxalic acid diethyl ester), C(C)(=O)C1=C2C=CC=NC2=C(C=C1[N+](=O)[O-])OC (5-acetyl-6-nitro-8-methoxyquinoline), C1(=CC=CC=C1)C (toluene), O (water). Run in C(C)O (ethanol), CC[O-].[Na+] (sodium ethylate). Procedure: 30 ml of oxalic acid diethyl ester are added to a solution of 10 g of 5-acetyl-6-nitro-8-methoxyquinoline in 200 ml of ethanol and 3 g of sodium ethylate, and refluxed, whilst stirring, for 12 hours with the exclusion of water. 100 ml of toluene are then added and the reaction mixture is heated for a further 5 hours, then evaporated to dryness in vacuo and the residue triturated first with 2 N acetic acid then with water. The crude 4-(6-nitro-8-methoxyquinolin-6-yl)-2,4-dioxobutyric acid ethyl e...